This data is from the Open Reaction Database (ORD), a public repository of structured organic reaction records. The task is: describe an organic reaction: reactants, conditions, products, and yield The reactants are Cc1cc(C)cc(S(=O)(=O)Cl)c1, Nc1cnc(Oc2cc3ccccc3cn2)c(Cl)c1. Yields the product Cc1cc(C)cc(S(=O)(=O)Nc2cnc(Oc3cc4ccccc4cn3)c(Cl)c2)c1. Reaction SMILES: [CH3:20][c:21]1[cH:22][c:23]([S:28](=[O:29])(=[O:30])[Cl:31])[cH:24][c:25]([CH3:27])[cH:26]1.[Cl:1][c:2]1[cH:3][c:4]([NH2:19])[cH:5][n:6][c:7]1[O:8][c:9]1[n:10][cH:11][c:12]2[cH:13][cH:14][cH:15][cH:16][c:17]2[cH:18]1>>[Cl:1][c:2]1[cH:3][c:4]([NH:19][S:28]([c:23]2[cH:22][c:21]([CH3:20])[cH:26][c:25]([CH3:27])[cH:24]2)(=[O:29])=[O:30])[cH:5][n:6][c:7]1[O:8][c:9]1[n:10][cH:11][c:12]2[cH:13][cH:14][cH:15][cH:16][c:17]2[cH:18]1. The reactants are CC(C)(C)n1ncc(O)c(Cl)c1=O, CCCOCC(C)Oc1ccc(CBr)cc1. Product: CCCOCC(C)Oc1ccc(COc2cnn(C(C)(C)C)c(=O)c2Cl)cc1. Reaction SMILES: [C:1]([CH3:2])([CH3:3])([CH3:4])[n:5]1[n:6][cH:7][c:8]([OH:13])[c:9]([Cl:12])[c:10]1=[O:11].[CH3:14][CH:15]([CH2:16][O:17][CH2:18][CH2:19][CH3:20])[O:21][c:22]1[cH:23][cH:24][c:25]([CH2:26][Br:27])[cH:28][cH:29]1>>[C:1]([CH3:2])([CH3:3])([CH3:4])[n:5]1[n:6][cH:7][c:8]([O:13][CH2:26][c:25]2[cH:24][cH:23][c:22]([O:21][CH:15]([CH3:14])[CH2:16][O:17][CH2:18][CH2:19][CH3:20])[cH:29][cH:28]2)[c:9]([Cl:12])[c:10]1=[O:11].